This data is from the Open Reaction Database (ORD), a public repository of structured organic reaction records. The task is: describe an organic reaction: reactants, conditions, products, and yield Reactants: C(C)(C)(C)OC(N[C@@H](CC1=CC(=C(C=C1)OCC1=CC=CC=C1)O)C(NC)=O)=O ([(S)-2-(4-Benzyloxy-3-hydroxy-phenyl)-1-methylcarbamoyl-ethyl]-carbamic acid tert-butyl ester), C(C)N=C=O (ethyl isocyanate). The reagents and catalysts are CN(C)C=1C=CN=CC1 (DMAP). The solvent is ClCCl (dichloromethane), C(C)(=O)OCC (ethyl acetate). Run at temperature 50 celsius. Yields the product C(C)(C)(C)OC(N[C@@H](CC1=CC(=C(C=C1)OCC1=CC=CC=C1)OC(NCC)=O)C(NC)=O)=O ([(S)-2-(4-benzyloxy-3-ethylcarbamoyloxy-phenyl)-1-methylcarbamoyl-ethyl]-carbamic acid tert-butyl ester). Reaction SMILES: [C:1]([O:5][C:6](=[O:29])[NH:7][C@H:8]([C:25](=[O:28])[NH:26][CH3:27])[CH2:9][C:10]1[CH:15]=[CH:14][C:13]([O:16][CH2:17][C:18]2[CH:23]=[CH:22][CH:21]=[CH:20][CH:19]=2)=[C:12]([OH:24])[CH:11]=1)([CH3:4])([CH3:3])[CH3:2].[CH2:30]([N:32]=[C:33]=[O:34])[CH3:31]>ClCCl.CN(C1C=CN=CC=1)C.C(OCC)(=O)C>[C:1]([O:5][C:6](=[O:29])[NH:7][C@H:8]([C:25](=[O:28])[NH:26][CH3:27])[CH2:9][C:10]1[CH:15]=[CH:14][C:13]([O:16][CH2:17][C:18]2[CH:23]=[CH:22][CH:21]=[CH:20][CH:19]=2)=[C:12]([O:24][C:33](=[O:34])[NH:32][CH2:30][CH3:31])[CH:11]=1)([CH3:3])([CH3:2])[CH3:4]. Procedure: [(S)-2-(4-Benzyloxy-3-hydroxy-phenyl)-1-methylcarbamoyl-ethyl]-carbamic acid tert-butyl ester (348 mg) was dissolved in dry dichloromethane (2 ml) and ethyl isocyanate (0.31 ml) added followed by a catalytic amount of DMAP. The solution was heated at 50° C. for 5 hours and a white solid formed. The mixture was diluted with ethyl acetate and the crude product was filtered off and washed with ethyl acetate. Recrystallisation from methanol afforded [(S)-2-(4-benzyloxy-3-ethylcarbamoyloxy-phenyl)-1-... Starting materials: CC(C)([O-])C.[K+] (Potassium tert-butoxide), C1(=CC=CC=C1)C1CC=C(CC1)NC=O (4-phenyl-1-formamidocyclohexene), P(=O)(Cl)(Cl)Cl (Phosphorous oxychloride), CC(C)([O-])C.[K+] (potassium tert-butoxide), P(=O)(Cl)(Cl)Cl (phosphorous oxychloride). Solvent: C(C)(C)(C)O (tert-butanol). Reaction conditions: time 2 hour. The product is [N+](#[C-])C1=CCC(CC1)C1=CC=CC=C1 ((4-Isocyano-cyclohex-3-enyl)-benzene). As a reaction SMILES: CC(C)([O-])C.[K+].[C:7]1([CH:13]2[CH2:18][CH2:17][C:16]([NH:19][CH:20]=O)=[CH:15][CH2:14]2)[CH:12]=[CH:11][CH:10]=[CH:9][CH:8]=1.P(Cl)(Cl)(Cl)=O>C(O)(C)(C)C>[N+:19]([C:16]1[CH2:17][CH2:18][CH:13]([C:7]2[CH:8]=[CH:9][CH:10]=[CH:11][CH:12]=2)[CH2:14][CH:15]=1)#[C-:20] |f:0.1|. Reported procedure: Potassium tert-butoxide (34.3 g, 306 mmol) was added portionwise to a solution of 4-phenyl-1-formamidocyclohexene (13.6 g, 68 mmol) (Biiorg. Med. Chem; 8; 6; 2000; 1343) in tert-butanol (150 ml), and the mixture stirred for 2 hours, with sufficient heating to ensure solution. Phosphorous oxychloride (7.82 g, 51 mmol) was added dropwise, with cooling of the reaction vessel, and once additon was complete, the reaction was stirred at room temperature for 24 hours. TLC analysis showed starting mater... Starting materials: CCOc1ccc(N)cc1OCC, CS(=O)(=O)c1ccc(-n2ccc3cnc(Cl)nc32)cc1, Cl. Product: CCOc1ccc(Nc2ncc3ccn(-c4ccc(S(C)(=O)=O)cc4)c3n2)cc1OCC. Reaction SMILES: [CH2:21]([CH3:22])[O:23][c:24]1[cH:25][c:26]([NH2:27])[cH:28][cH:29][c:30]1[O:31][CH2:32][CH3:33].[Cl:1][c:2]1[n:3][cH:4][c:5]2[c:6]([n:7]1)[n:8](-[c:11]1[cH:12][cH:13][c:14]([S:17](=[O:18])(=[O:19])[CH3:20])[cH:15][cH:16]1)[cH:9][cH:10]2.[ClH:34]>>[c:2]1([NH:27][c:26]2[cH:25][c:24]([O:23][CH2:21][CH3:22])[c:30]([O:31][CH2:32][CH3:33])[cH:29][cH:28]2)[n:3][cH:4][c:5]2[c:6]([n:7]1)[n:8](-[c:11]1[cH:12][cH:13][c:14]([S:17](=[O:18])(=[O:19])[CH3:20])[cH:15][cH:16]1)[cH:9][cH:10]2. Reactants: CN(CCN1C2=C(SCC1)C=C(C=C2)[N+](=O)[O-])C (N,N-dimethyl-2-(7-nitro-2H-benzo[b][1,4]thiazin-4(3H)-yl)ethanamine), O.NN (hydrazine hydrate). Reagents/catalysts: [Ni] (Raney Nickel). Run in CO (methanol). Reaction conditions: time 50 minute. Product: CN(CCN1C2=C(SCC1)C=C(C=C2)N)C (4-(2-(Dimethylamino)ethyl)-3,4-dihydro-2H-benzo[b][1,4]thiazin-7-amine). As a reaction SMILES: [CH3:1][N:2]([CH3:18])[CH2:3][CH2:4][N:5]1[CH2:10][CH2:9][S:8][C:7]2[CH:11]=[C:12]([N+:15]([O-])=O)[CH:13]=[CH:14][C:6]1=2.O.NN>CO.[Ni]>[CH3:1][N:2]([CH3:18])[CH2:3][CH2:4][N:5]1[CH2:10][CH2:9][S:8][C:7]2[CH:11]=[C:12]([NH2:15])[CH:13]=[CH:14][C:6]1=2 |f:1.2|. Procedure: A dark mixture of N,N-dimethyl-2-(7-nitro-2H-benzo[b][1,4]thiazin-4(3H)-yl)ethanamine (1.0 g, 3.74 mmol) in methanol (10 mL) under an argon atmosphere was treated with Raney Nickel (˜0.22 g, 3.74 mmol) and hydrazine hydrate (1.82 mL, 37.4 mmol). The reaction was transferred to a pre-heated oil bath at 65° C. After 50 minutes, the mixture was allowed to cool to room temperature and then poured over a pad of Celite. The Celite pad was rinsed with methanol (20 mL). The filtrate was concentrated, an... Reactants: FC(C1=CC=C(C(C(=O)O)N)C=C1)(F)F (4-Trifluoromethyl-α-carboxybenzylamine), S(=O)(Cl)Cl (thionylchloride), CO (methanol). Yields the product FC(C1=CC=C(C(C(=O)OC)N)C=C1)(F)F (4-Trifluoromethyl-α-methoxycarbonylbenzylamine). Isolated yield 69.0%. RXN SMILES: [F:1][C:2]([F:15])([F:14])[C:3]1[CH:13]=[CH:12][C:6]([CH:7]([NH2:11])[C:8]([OH:10])=[O:9])=[CH:5][CH:4]=1.S(Cl)(Cl)=O.[CH3:20]O>>[F:1][C:2]([F:14])([F:15])[C:3]1[CH:13]=[CH:12][C:6]([CH:7]([NH2:11])[C:8]([O:10][CH3:20])=[O:9])=[CH:5][CH:4]=1. Procedure: 4-Trifluoromethyl-α-carboxybenzylamine (1.4 g, 1.83 mmol) and thionylchloride were added to methanol (8 ml) and the mixture was refluxed for 2 h. The solvent was evaporated under reduced pressure. The residue was suspended in diethyl ether and the product was filtered off, washed with ether and dried to give the title compound 0.34 g (69%). Reported procedure: To a melt of 2,4-dichlorophenol (400.0 g, 2.454 mole) at ca. 50° was added 4-dimethylamino-pyridine (6.93 g, 56 mmole), followed by phosphorus oxychloride (289.5 g, 1.887 mole). The mixture was heated under nitrogen to ca. 120°, at which temperature the mixture began to reflux and to generate hydrogen chloride (which was passed through a sodium hydroxide scrubber). After about twelve hours at 120°-125°, gas-liquid partition chromatography (GLPC) using a silica capillary indicated less than 1% (b... The reagents and catalysts are CN(C1=CC=NC=C1)C (4-dimethylamino-pyridine). Product: P(OC1=C(C=C(C=C1)Cl)Cl)(OC1=C(C=C(C=C1)Cl)Cl)(=O)Cl (bis(2,4-dichlorophenyl) phosphorochloridate). Reaction SMILES: [Cl:1][C:2]1[CH:7]=[C:6]([Cl:8])[CH:5]=[CH:4][C:3]=1[OH:9].[P:10]([Cl:14])(Cl)(Cl)=[O:11].[ClH:15].[OH-:16].[Na+]>CN(C)C1C=CN=CC=1>[P:10]([Cl:14])(=[O:11])([O:16][C:3]1[CH:4]=[CH:5][C:6]([Cl:15])=[CH:7][C:2]=1[Cl:1])[O:9][C:3]1[CH:4]=[CH:5][C:6]([Cl:8])=[CH:7][C:2]=1[Cl:1] |f:3.4|. Starting materials: [OH-].[Na+] (sodium hydroxide), ClC1=C(C=CC(=C1)Cl)O (2,4-dichlorophenol), Cl (hydrogen chloride), P(=O)(Cl)(Cl)Cl (phosphorus oxychloride). Isolated yield 26.0%. Reactants: C(C)OC(=O)C(CCC1=C(N)C=CC(=C1)CNC(=O)OC(C)(C)C)C(=O)OCC (2-(3,3-diethoxycarbonylpropyl)-4-tert-butoxycarbonylaminomethylaniline), BrC=1C=C2C=3N(C(C(NC3C1)=O)=O)[C@@H](CC2)CC(=O)O ((S)-9-bromo-5-carboxymethyl-6,7-dihydro-1H, 5H-pyrido[1,2,3-de]quinoxaline-2,3-dione). Procedure details: A procedure similar to that described in Example 18-6) was performed with 2-(3,3-diethoxycarbonylpropyl)-4-tert-butoxycarbonylaminomethylaniline (1.5 g, 3.67 mmol) and (S)-9-bromo-5-carboxymethyl-6,7-dihydro-1H, 5H-pyrido[1,2,3-de]quinoxaline-2,3-dione (1.37 g, 4.04 mmol) to give 1.60 g of the title compound after silica gel column chromatography with 0.3% acetic acid/ethyl acetate (60%). The yield is 59.8%. As a reaction SMILES: [CH2:1]([O:3][C:4]([CH:6]([C:25]([O:27][CH2:28][CH3:29])=[O:26])[CH2:7][CH2:8][C:9]1[CH:15]=[C:14]([CH2:16][NH:17][C:18]([O:20][C:21]([CH3:24])([CH3:23])[CH3:22])=[O:19])[CH:13]=[CH:12][C:10]=1[NH2:11])=[O:5])[CH3:2].[Br:30][C:31]1[CH:32]=[C:33]2[CH2:45][CH2:44][C@@H:43]([CH2:46][C:47](O)=[O:48])[N:35]3[C:36](=[O:42])[C:37](=[O:41])[NH:38][C:39]([CH:40]=1)=[C:34]23>C(O)(=O)C.C(OCC)(=O)C>[Br:30][C:31]1[CH:32]=[C:33]2[CH2:45][CH2:44][C@@H:43]([CH2:46][C:47](=[O:48])[NH:11][C:10]3[CH:12]=[CH:13][C:14]([CH2:16][NH:17][C:18]([O:20][C:21]([CH3:24])([CH3:23])[CH3:22])=[O:19])=[CH:15][C:9]=3[CH2:8][CH2:7][CH:6]([C:4]([O:3][CH2:1][CH3:2])=[O:5])[C:25]([O:27][CH2:28][CH3:29])=[O:26])[N:35]3[C:36](=[O:42])[C:37](=[O:41])[NH:38][C:39]([CH:40]=1)=[C:34]23 |f:2.3|. The product is BrC=1C=C2C=3N(C(C(NC3C1)=O)=O)[C@@H](CC2)CC(NC2=C(C=C(C=C2)CNC(=O)OC(C)(C)C)CCC(C(=O)OCC)C(=O)OCC)=O ((S)-9-Bromo-5-[p-tert-butoxycarbonylaminomethyl-o-(3,3-diethoxycarbonylpropyl) phenylcarbamoylmethyl]-6,7-dihydro-1H, 5H-pyrido[1,2,3-de]quinoxaline-2,3-dione). The solvent is C(C)(=O)O.C(C)(=O)OCC (acetic acid ethyl acetate). Reactants: CN[C@@H]1C[C@H]2O[C@@](C)([C@@H]1OC)n1c3ccccc3c3c4c(c5c6ccccc6n2c5c31)C(=O)NC4 (staurosporine), O=Cc1c[nH]nc1c2cccnc2. The reagents and catalysts are CC(C)[O-].CC(C)[O-].CC(C)[O-].CC(C)[O-].[Ti+4] (Ti(OiPr)4), CC(=O)O (acetic acid), CC(=O)O[BH-](OC(C)=O)OC(C)=O.[Na+] (Sodium triacetoxyborohydride). Solvent: CN1CCCC1=O (NMP), CN1CCCC1=O (NMP), CN1CCCC1=O (NMP), CN1CCCC1=O (NMP), CN1CCCC1=O (NMP), CN1CCCC1=O (NMP), CN1CCCC1=O (NMP). Run at temperature 22 celsius, time 18 hour. Yields the product CO[C@@H]1[C@@H](C[C@H]2O[C@]1(C)n3c4ccccc4c5c6CNC(=O)c6c7c8ccccc8n2c7c35)N(C)Cc9c[nH]nc9c%10cccnc%10, CN[C@@H]1C[C@H]2O[C@@](C)([C@@H]1OC)n1c3ccccc3c3c4c(c5c6ccccc6n2c5c31)C(=O)NC4 (Staurosporine), O=Cc1c[nH]nc1c2cccnc2. Product: COC1=C(C=C(C=C1)CC(C)NS(=O)(=O)C1=CC=CC=C1)C ((±)-1-(4-methoxy-3-methylphenyl)-2-benzenesulfonylaminopropane). Procedure details: (±)-1-(4-methoxy-3-methylphenyl)-2-aminopropane and benzenesulfonyl chloride are treated in the same manner as described in Example 61-(1) to give (±)-1-(4-methoxy-3-methylphenyl)-2-benzenesulfonylaminopropane. Reaction SMILES: [CH3:1][O:2][C:3]1[CH:8]=[CH:7][C:6]([CH2:9][CH:10]([NH2:12])[CH3:11])=[CH:5][C:4]=1[CH3:13].[C:14]1([S:20](Cl)(=[O:22])=[O:21])[CH:19]=[CH:18][CH:17]=[CH:16][CH:15]=1>>[CH3:1][O:2][C:3]1[CH:8]=[CH:7][C:6]([CH2:9][CH:10]([NH:12][S:20]([C:14]2[CH:19]=[CH:18][CH:17]=[CH:16][CH:15]=2)(=[O:22])=[O:21])[CH3:11])=[CH:5][C:4]=1[CH3:13]. The reactants are COC1=C(C=C(C=C1)CC(C)N)C ((±)-1-(4-methoxy-3-methylphenyl)-2-aminopropane), C1(=CC=CC=C1)S(=O)(=O)Cl (benzenesulfonyl chloride).